Dataset: the Open Reaction Database (ORD), a public repository of structured organic reaction records. Task: describe an organic reaction: reactants, conditions, products, and yield Reactants: CC(=O)OC1CSC(Oc2ccc(I)nc2Cl)C(OC(C)=O)C1OC(C)=O, OB(O)c1ccnc(F)c1. Product: CC(=O)OC1CSC(Oc2ccc(-c3ccnc(F)c3)nc2Cl)C(OC(C)=O)C1OC(C)=O. RXN SMILES: [C:1]([CH3:2])(=[O:3])[O:4][CH:5]1[CH:6]([O:7][c:8]2[c:9]([Cl:15])[n:10][c:11]([I:14])[cH:12][cH:13]2)[S:16][CH2:17][CH:18]([O:24][C:25]([CH3:26])=[O:27])[CH:19]1[O:20][C:21]([CH3:22])=[O:23].[F:28][c:29]1[n:30][cH:31][cH:32][c:33]([B:35]([OH:36])[OH:37])[cH:34]1>>[C:1]([CH3:2])(=[O:3])[O:4][CH:5]1[CH:6]([O:7][c:8]2[c:9]([Cl:15])[n:10][c:11](-[c:33]3[cH:32][cH:31][n:30][c:29]([F:28])[cH:34]3)[cH:12][cH:13]2)[S:16][CH2:17][CH:18]([O:24][C:25]([CH3:26])=[O:27])[CH:19]1[O:20][C:21]([CH3:22])=[O:23]. The reactants are Cc1cccc2c1nc(COc1ccc(Cl)cc1)n2CCC(Cc1ccccc1)C(=O)O, CN(C)C=O, C(=NC1CCCCC1)=NC1CCCCC1, NCCCN1CCCCC1, On1nnc2ccccc21. Product: Cc1cccc2c1nc(COc1ccc(Cl)cc1)n2CCC(Cc1ccccc1)C(=O)NCCCN1CCCCC1. RXN SMILES: [C:1](=[O:2])([OH:3])[CH:4]([CH2:5][CH2:6][n:7]1[c:8]([CH2:17][O:18][c:19]2[cH:20][cH:21][c:22]([Cl:25])[cH:23][cH:24]2)[n:9][c:10]2[c:11]1[cH:12][cH:13][cH:14][c:15]2[CH3:16])[CH2:26][c:27]1[cH:28][cH:29][cH:30][cH:31][cH:32]1.[CH3:68][N:69]([CH3:70])[CH:71]=[O:72].[CH:53]1([N:54]=[C:55]=[N:56][CH:57]2[CH2:58][CH2:59][CH2:60][CH2:61][CH2:62]2)[CH2:63][CH2:64][CH2:65][CH2:66][CH2:67]1.[NH2:33][CH2:34][CH2:35][CH2:36][N:37]1[CH2:38][CH2:39][CH2:40][CH2:41][CH2:42]1.[OH:43][n:44]1[c:45]2[cH:46][cH:47][cH:48][cH:49][c:50]2[n:51][n:52]1>>[C:1](=[O:3])([CH:4]([CH2:5][CH2:6][n:7]1[c:8]([CH2:17][O:18][c:19]2[cH:20][cH:21][c:22]([Cl:25])[cH:23][cH:24]2)[n:9][c:10]2[c:11]1[cH:12][cH:13][cH:14][c:15]2[CH3:16])[CH2:26][c:27]1[cH:28][cH:29][cH:30][cH:31][cH:32]1)[NH:33][CH2:34][CH2:35][CH2:36][N:37]1[CH2:38][CH2:39][CH2:40][CH2:41][CH2:42]1. Starting materials: Cc1cc(NC(=O)OCC(Cl)(Cl)Cl)sn1, CS(C)=O, CCN(C(C)C)C(C)C, O, c1ccc(-c2nsc(N3CCNCC3)n2)cc1. The product is Cc1cc(NC(=O)N2CCN(c3nc(-c4ccccc4)ns3)CC2)sn1. Reaction SMILES: [CH3:1][c:2]1[n:3][s:4][c:5]([NH:7][C:8]([O:9][CH2:10][C:11]([Cl:12])([Cl:13])[Cl:14])=[O:15])[cH:6]1.[CH3:43][S:44]([CH3:45])=[O:46].[CH:33]([N:34]([CH:35]([CH3:36])[CH3:37])[CH2:38][CH3:39])([CH3:40])[CH3:41].[OH2:42].[c:16]1(-[c:22]2[n:23][s:24][c:25]([N:27]3[CH2:28][CH2:29][NH:30][CH2:31][CH2:32]3)[n:26]2)[cH:17][cH:18][cH:19][cH:20][cH:21]1>>[CH3:1][c:2]1[n:3][s:4][c:5]([NH:7][C:8](=[O:15])[N:30]2[CH2:29][CH2:28][N:27]([c:25]3[s:24][n:23][c:22](-[c:16]4[cH:17][cH:18][cH:19][cH:20][cH:21]4)[n:26]3)[CH2:32][CH2:31]2)[cH:6]1. The reactants are ClC1=NC=CC(=N1)C=1C=C(CNCCCNC(C2=CC=CC=C2)=O)C=CC1 (N-{3-[3-(2-Chloro-pyrimidin-4-yl)-benzylamino]-propyl}-benzamide), C(C)=O (acetaldehyde), 409. Yields the product ClC1=NC=CC(=N1)C=1C=C(CN(CCCNC(C2=CC=CC=C2)=O)CC)C=CC1 (N-(3-{[3-(2-Chloro-pyrimidin-4-yl)-benzyl]-ethyl-amino}-propyl)-benzamide). RXN SMILES: [Cl:1][C:2]1[N:7]=[C:6]([C:8]2[CH:9]=[C:10]([CH:25]=[CH:26][CH:27]=2)[CH2:11][NH:12][CH2:13][CH2:14][CH2:15][NH:16][C:17](=[O:24])[C:18]2[CH:23]=[CH:22][CH:21]=[CH:20][CH:19]=2)[CH:5]=[CH:4][N:3]=1.[CH:28](=O)[CH3:29]>>[Cl:1][C:2]1[N:7]=[C:6]([C:8]2[CH:9]=[C:10]([CH:25]=[CH:26][CH:27]=2)[CH2:11][N:12]([CH2:28][CH3:29])[CH2:13][CH2:14][CH2:15][NH:16][C:17](=[O:24])[C:18]2[CH:19]=[CH:20][CH:21]=[CH:22][CH:23]=2)[CH:5]=[CH:4][N:3]=1. Procedure details: Intermediate 43 was coupled with acetaldehyde following procedure E. LC-MS showed the product had the expected M+H+ of 409. Starting materials: COC(=O)Cc1ccc(-c2ccccc2NC(=O)c2ccccc2-c2cc(OC)c(OC)c(OC)c2)s1, CC#N, Cl, [Li+], [OH-]. Yields the product COc1cc(-c2ccccc2C(=O)Nc2ccccc2-c2ccc(CC(=O)O)s2)cc(OC)c1OC. Reaction SMILES: [CH3:1][O:2][C:3]([CH2:4][c:5]1[s:6][c:7](-[c:10]2[c:11]([NH:16][C:17](=[O:18])[c:19]3[c:20](-[c:25]4[cH:26][c:27]([O:35][CH3:36])[c:28]([O:33][CH3:34])[c:29]([O:31][CH3:32])[cH:30]4)[cH:21][cH:22][cH:23][cH:24]3)[cH:12][cH:13][cH:14][cH:15]2)[cH:8][cH:9]1)=[O:37].[CH3:41][C:42]#[N:43].[ClH:40].[Li+:39].[OH-:38]>>[O:2]=[C:3]([CH2:4][c:5]1[s:6][c:7](-[c:10]2[c:11]([NH:16][C:17](=[O:18])[c:19]3[c:20](-[c:25]4[cH:26][c:27]([O:35][CH3:36])[c:28]([O:33][CH3:34])[c:29]([O:31][CH3:32])[cH:30]4)[cH:21][cH:22][cH:23][cH:24]3)[cH:12][cH:13][cH:14][cH:15]2)[cH:8][cH:9]1)[OH:37].